Dataset: the Open Reaction Database (ORD), a public repository of structured organic reaction records. Task: describe an organic reaction: reactants, conditions, products, and yield The reactants are C(#N)CC(=O)C1=CC=C(C(=O)OC)C=C1 (methyl 4-(cyanoacetyl)benzoate), [H-].[Na+] (sodium hydride), N[C@@H]1C(N(CCCC1)CC(=O)N1CCCC1)=O (1-[[(3S)-3-aminohexahydro-2-oxo-1H-azepin-1-yl]acetyl]pyrrolidine), N(=C=S)C=1C=CC2=C(C=C(O2)C)C1 (5-isothiocyanato-2-methylbenzofuran). The reagents and catalysts are [Hg](Cl)Cl (mercury (II) chloride). Solvent: CN(C)C=O (DMF), C(C)(=O)OCC (ethyl acetate). Reaction conditions: time 30 minute. The product is COC(C1=CC=C(C=C1)C(C(=C(NC=1C=CC2=C(C=C(O2)C)C1)N[C@@H]1C(N(CCCC1)CC(N1CCCC1)=O)=O)C#N)=O)=O (4-[2-Cyano-3-[[(3S)-hexahydro-2-oxo-1-[2-oxo-2-(1-pyrrolidinyl)ethyl]-1H-azepin-3-yl]amino]-3-[(2-methyl-5-benzofuranyl)amino]-1-oxo-2-propenyl]benzoic Acid Methyl Ester). Yield: 49.3%. Reaction SMILES: [C:1]([CH2:3][C:4]([C:6]1[CH:15]=[CH:14][C:9]([C:10]([O:12][CH3:13])=[O:11])=[CH:8][CH:7]=1)=[O:5])#[N:2].[H-].[Na+].[N:18]([C:21]1[CH:22]=[CH:23][C:24]2[O:28][C:27]([CH3:29])=[CH:26][C:25]=2[CH:30]=1)=[C:19]=S.[NH2:31][C@H:32]1[CH2:38][CH2:37][CH2:36][CH2:35][N:34]([CH2:39][C:40]([N:42]2[CH2:46][CH2:45][CH2:44][CH2:43]2)=[O:41])[C:33]1=[O:47]>CN(C=O)C.C(OCC)(=O)C.[Hg](Cl)Cl>[CH3:13][O:12][C:10](=[O:11])[C:9]1[CH:14]=[CH:15][C:6]([C:4](=[O:5])[C:3]([C:1]#[N:2])=[C:19]([NH:31][C@H:32]2[CH2:38][CH2:37][CH2:36][CH2:35][N:34]([CH2:39][C:40](=[O:41])[N:42]3[CH2:43][CH2:44][CH2:45][CH2:46]3)[C:33]2=[O:47])[NH:18][C:21]2[CH:22]=[CH:23][C:24]3[O:28][C:27]([CH3:29])=[CH:26][C:25]=3[CH:30]=2)=[CH:7][CH:8]=1 |f:1.2|. Procedure: To a solution of methyl 4-(cyanoacetyl)benzoate (0.304 g, 1.50 mmol) in DMF (2 mL) was added sodium hydride (68.0 mg, 2.25 mmol). The reaction mixture was stirred at room temperature for 30 min. To the solution was then added 5-isothiocyanato-2-methylbenzofuran (0.284 g, 1.50 mmol). The reaction mixture was stirred at room temperature for 3 h at which time 1-[[(3S)-3-aminohexahydro-2-oxo-1H-azepin-1-yl]acetyl]pyrrolidine (0.358, 1.50 mmol) and mercury (II) chloride (0.407 g, 1.50 mmol) were adde... The reactants are C1CCC2=NCCCN2CC1, CNCc1ccc(OC)cc1, CN1CCCC1=O, Cc1cc(F)c(N)cc1-c1cc2cnc(Cl)cc2n(C)c1=O. Product: COc1ccc(CN(C)c2cc3c(cn2)cc(-c2cc(N)c(F)cc2C)c(=O)n3C)cc1. As a reaction SMILES: [CH2:34]1[CH2:35][CH2:36][C:37]2=[N:42][CH2:41][CH2:40][CH2:39][N:38]2[CH2:43][CH2:44]1.[CH3:23][O:24][c:25]1[cH:26][cH:27][c:28]([CH2:29][NH:30][CH3:31])[cH:32][cH:33]1.[CH3:45][N:46]1[CH2:47][CH2:48][CH2:49][C:50]1=[O:51].[NH2:1][c:2]1[c:3]([F:22])[cH:4][c:5]([CH3:21])[c:6](-[c:8]2[c:9](=[O:20])[n:10]([CH3:19])[c:11]3[cH:12][c:13]([Cl:18])[n:14][cH:15][c:16]3[cH:17]2)[cH:7]1>>[NH2:1][c:2]1[c:3]([F:22])[cH:4][c:5]([CH3:21])[c:6](-[c:8]2[c:9](=[O:20])[n:10]([CH3:19])[c:11]3[cH:12][c:13]([N:30]([CH2:29][c:28]4[cH:27][cH:26][c:25]([O:24][CH3:23])[cH:33][cH:32]4)[CH3:31])[n:14][cH:15][c:16]3[cH:17]2)[cH:7]1.